Dataset: the Open Reaction Database (ORD), a public repository of structured organic reaction records. Task: describe an organic reaction: reactants, conditions, products, and yield The reactants are C1CCNCC1, CCO, ClCCl, BrCc1ccc(I)cc1. Product: Ic1ccc(CN2CCCCC2)cc1. Reaction SMILES: [CH2:10]1[CH2:11][CH2:12][NH:13][CH2:14][CH2:15]1.[CH2:16]([OH:17])[CH3:18].[Cl:19][CH2:20][Cl:21].[I:1][c:2]1[cH:3][cH:4][c:5]([CH2:6][Br:7])[cH:8][cH:9]1>>[I:1][c:2]1[cH:3][cH:4][c:5]([CH2:6][N:13]2[CH2:12][CH2:11][CH2:10][CH2:15][CH2:14]2)[cH:8][cH:9]1. The reactants are CC(N)c1ccccc1, CCN=C=NCCCN(C)C, ClCCl, CCOC(=O)CC1CCN(Cc2ccc(F)cc2)CC1, On1nnc2ccccc21. Product: CC(NC(=O)CC1CCN(Cc2ccc(F)cc2)CC1)c1ccccc1. Reaction SMILES: [CH3:21][CH:22]([NH2:23])[c:24]1[cH:25][cH:26][cH:27][cH:28][cH:29]1.[CH3:30][CH2:31][N:32]=[C:33]=[N:34][CH2:35][CH2:36][CH2:37][N:38]([CH3:39])[CH3:40].[Cl:51][CH2:52][Cl:53].[F:1][c:2]1[cH:3][cH:4][c:5]([CH2:8][N:9]2[CH2:10][CH2:11][CH:12]([CH2:15][C:16]([O:18][CH2:17][CH3:19])=[O:20])[CH2:13][CH2:14]2)[cH:6][cH:7]1.[OH:41][n:42]1[c:43]2[c:44]([cH:45][cH:46][cH:47][cH:48]2)[n:49][n:50]1>>[F:1][c:2]1[cH:3][cH:4][c:5]([CH2:8][N:9]2[CH2:10][CH2:11][CH:12]([CH2:15][C:16](=[O:18])[NH:23][CH:22]([CH3:21])[c:24]3[cH:25][cH:26][cH:27][cH:28][cH:29]3)[CH2:13][CH2:14]2)[cH:6][cH:7]1. The reactants are COCCNCCOC, CS(C)=O, O=[N+]([O-])c1ccc(F)c(F)c1, [K+], [K+], O=C([O-])[O-]. The product is COCCN(CCOC)c1ccc([N+](=O)[O-])cc1F. Reaction SMILES: [CH3:12][O:13][CH2:14][CH2:15][NH:16][CH2:17][CH2:18][O:19][CH3:20].[CH3:27][S:28]([CH3:29])=[O:30].[F:1][c:2]1[cH:3][c:4]([N+:9](=[O:10])[O-:11])[cH:5][cH:6][c:7]1[F:8].[K+:21].[K+:22].[O-:23][C:24]([O-:25])=[O:26]>>[F:1][c:2]1[cH:3][c:4]([N+:9](=[O:10])[O-:11])[cH:5][cH:6][c:7]1[N:16]([CH2:15][CH2:14][O:13][CH3:12])[CH2:17][CH2:18][O:19][CH3:20]. The product is BrC=1C=C(C=CC1OC)CCNC(=O)C1(CCC1)C1=CC=C(C=C1)Cl (N-[2-(3-Bromo-4-methoxyphenyl)ethyl]-1-(4-chlorophenyl)cyclobutanecarboxamide). The reactants are ClC1=CC=C(C=C1)C1(CCC1)C(=O)O (1-(4-chlorophenyl)cyclobutanecarboxylic acid), BrC=1C=C(C=CC1OC)CCN (2-(3-bromo-4-methoxyphenyl)ethanamine). Procedure: Prepared from 1-(4-chlorophenyl)cyclobutanecarboxylic acid and 2-(3-bromo-4-methoxyphenyl)ethanamine following the procedure described in example 85, step 1. RXN SMILES: [Cl:1][C:2]1[CH:7]=[CH:6][C:5]([C:8]2([C:12]([OH:14])=O)[CH2:11][CH2:10][CH2:9]2)=[CH:4][CH:3]=1.[Br:15][C:16]1[CH:17]=[C:18]([CH2:24][CH2:25][NH2:26])[CH:19]=[CH:20][C:21]=1[O:22][CH3:23]>>[Br:15][C:16]1[CH:17]=[C:18]([CH2:24][CH2:25][NH:26][C:12]([C:8]2([C:5]3[CH:4]=[CH:3][C:2]([Cl:1])=[CH:7][CH:6]=3)[CH2:9][CH2:10][CH2:11]2)=[O:14])[CH:19]=[CH:20][C:21]=1[O:22][CH3:23]. The reactants are FC(C(=O)O)(F)F.CN[C@@H](C(C)C)C(=O)N[C@@H](C(C)C)C(=O)N(C)[C@H]([C@@H](CC(=O)N1[C@@H](CCC1)[C@@H]([C@H](C(=O)N[C@H](C(=O)N)CC1=CNC2=CC=CC=C12)C)OC)OC)[C@H](CC)C (N-methyl-L-valyl-N-[(3R,4S,5S)-1-{(2S)-2-[(1R,2R)-3-{[(2S)-1-amino-3-(1H-indol-3-yl)-1-oxopropan-2-yl]amino}-1-methoxy-2-methyl-3-oxopropyl]pyrrolidin-1-yl}-3-methoxy-5-methyl-1-oxoheptan-4-yl]-N-methyl-L-valinamide trifluoroacetate), O=CCCC(=O)O (4-oxobutanoic acid), C(#N)[BH3-].[Na+] (sodium cyanoborohydride), Intermediate 82. Yields the product C(=O)(O)CCCCCN([C@@H](C(C)C)C(=O)N[C@@H](C(C)C)C(=O)N(C)[C@H]([C@@H](CC(=O)N1[C@@H](CCC1)[C@@H]([C@H](C(=O)N[C@H](C(=O)N)CC1=CNC2=CC=CC=C12)C)OC)OC)[C@H](CC)C)C (N-(5-carboxypentyl)-N-methyl-L-valyl-N-[(3R,4S,5S)-1-{(2S)-2-[(1R,2R)-3-{[(2S)-1-amino-3-(1H-indol-3-yl)-1-oxopropan-2-yl]amino}-1-methoxy-2-methyl-3-oxopropyl]pyrrolidin-1-yl}-3-methoxy-5-methyl-1-oxoheptan-4-yl]-N-methyl-L-valinamide). As a reaction SMILES: F[C:2](F)(F)[C:3]([OH:5])=[O:4].[CH3:8][NH:9][C@H:10]([C:14]([NH:16][C@H:17]([C:21]([N:23]([C@@H:25]([C@@H:59]([CH3:62])[CH2:60][CH3:61])[C@H:26]([O:57][CH3:58])[CH2:27][C:28]([N:30]1[CH2:34][CH2:33][CH2:32][C@H:31]1[C@H:35]([O:55][CH3:56])[C@@H:36]([CH3:54])[C:37]([NH:39][C@@H:40]([CH2:44][C:45]1[C:53]2[C:48](=[CH:49][CH:50]=[CH:51][CH:52]=2)[NH:47][CH:46]=1)[C:41]([NH2:43])=[O:42])=[O:38])=[O:29])[CH3:24])=[O:22])[CH:18]([CH3:20])[CH3:19])=[O:15])[CH:11]([CH3:13])[CH3:12].O=[CH:64][CH2:65][CH2:66]C(O)=O.[C:70]([BH3-])#N.[Na+]>>[C:3]([CH2:2][CH2:64][CH2:65][CH2:66][CH2:8][N:9]([CH3:70])[C@H:10]([C:14]([NH:16][C@H:17]([C:21]([N:23]([C@@H:25]([C@@H:59]([CH3:62])[CH2:60][CH3:61])[C@H:26]([O:57][CH3:58])[CH2:27][C:28]([N:30]1[CH2:34][CH2:33][CH2:32][C@H:31]1[C@H:35]([O:55][CH3:56])[C@@H:36]([CH3:54])[C:37]([NH:39][C@@H:40]([CH2:44][C:45]1[C:53]2[C:48](=[CH:49][CH:50]=[CH:51][CH:52]=2)[NH:47][CH:46]=1)[C:41]([NH2:43])=[O:42])=[O:38])=[O:29])[CH3:24])=[O:22])[CH:18]([CH3:20])[CH3:19])=[O:15])[CH:11]([CH3:13])[CH3:12])([OH:5])=[O:4] |f:0.1,3.4|. Procedure details: This compound was prepared in analogy to the compound in Intermediate 82, proceeding from 20 mg (26 μmol) of N-methyl-L-valyl-N-[(3R,4S,5S)-1-{(2S)-2-[(1R,2R)-3-{[(2S)-1-amino-3-(1H-indol-3-yl)-1-oxopropan-2-yl]amino}-1-methoxy-2-methyl-3-oxopropyl]pyrrolidin-1-yl}-3-methoxy-5-methyl-1-oxoheptan-4-yl]-N-methyl-L-valinamide trifluoroacetate, by reaction with 4-oxobutanoic acid in the presence of sodium cyanoborohydride prepared. The reactants are NC1=C(C=C(C=C1)Cl)O (2-amino-5-chlorophenol), ClC=1C=C(C#N)C=CC1F (3-chloro-4-fluorobenzonitrile). Yields the product NC1=C(OC2=C(C=C(C#N)C=C2)Cl)C=C(C=C1)Cl (4-(2-amino-5-chlorophenoxy)-3-chloro-benzonitrile). RXN SMILES: [NH2:1][C:2]1[CH:7]=[CH:6][C:5]([Cl:8])=[CH:4][C:3]=1[OH:9].[Cl:10][C:11]1[CH:12]=[C:13]([CH:16]=[CH:17][C:18]=1F)[C:14]#[N:15]>>[NH2:1][C:2]1[CH:7]=[CH:6][C:5]([Cl:8])=[CH:4][C:3]=1[O:9][C:18]1[CH:17]=[CH:16][C:13]([C:14]#[N:15])=[CH:12][C:11]=1[Cl:10]. Procedure: The subtitle compound was prepared by the method of example 3 step viii) using 2-amino-5-chlorophenol and 3-chloro-4-fluorobenzonitrile. Yield 2.70 g Reactants: O=C(/C(=C\C1=CC=C(C=C1)OC)/CSC(C)=O)NCCC(=O)OCC1=CC=CC=C1 (benzyl N-(E)-[1-oxo-2-(acetylthiomethyl)-3-(4-methoxylphenyl)propenyl]-β-alaninate). Run in CCOCC (ether). Yields the product O=C(/C(=C\C1=CC=C(C=C1)OC)/CS)NCCC(=O)O (N-(E)-[1-oxo-2-(mercaptomethyl)-3-(4-methoxyphenyl)propenyl]-β-alanin). Yield: 69.0%. As a reaction SMILES: [O:1]=[C:2]([NH:18][CH2:19][CH2:20][C:21]([O:23]CC1C=CC=CC=1)=[O:22])/[C:3](/[CH2:13][S:14]C(=O)C)=[CH:4]\[C:5]1[CH:10]=[CH:9][C:8]([O:11][CH3:12])=[CH:7][CH:6]=1>CCOCC>[O:1]=[C:2]([NH:18][CH2:19][CH2:20][C:21]([OH:23])=[O:22])/[C:3](/[CH2:13][SH:14])=[CH:4]\[C:5]1[CH:6]=[CH:7][C:8]([O:11][CH3:12])=[CH:9][CH:10]=1. Reported procedure: Saponification of the (E) diester obtained in Example 18 is carried out according to the experimental procedure described in Example 4. Yield: 69% (after flash chromatography, eluent: ether) m.p. 160° C. IR (nujol): 3340, 1730, 1620, 1580 cm-1 1H NMR (CDCl3): 9.10 (broad s, 1H); 7.75 and 7.15 (AB, 4H, J=8Hz); 6.60 (s, 1H); 6.15 (broad t, 1H): 3.75 (s, 3H); 3.50 to 3.45 (m, 4H); 2.50 (t, 2H, J=5 Hz): 1.70 (t; 1H, J=7 Hz). Microanalysis: C14H17O4NS Calc. % C=56.92 H=5.80 N=4.74 Found. % C=57.11 H=...